This data is from the Open Reaction Database (ORD), a public repository of structured organic reaction records. The task is: describe an organic reaction: reactants, conditions, products, and yield Reactants: CS(C)=O, O=[N+]([O-])c1cccc([N+](=O)[O-])c1, CC(O)c1cccc(Oc2ccccc2)c1. Product: C=Cc1cccc(Oc2ccccc2)c1. As a reaction SMILES: [CH3:29][S:30](=[O:31])[CH3:32].[N+:17]([c:18]1[cH:19][cH:20][cH:21][c:22]([N+:23]([O-:24])=[O:25])[cH:26]1)([O-:27])=[O:28].[O:1]([c:2]1[cH:3][cH:4][cH:5][cH:6][cH:7]1)[c:8]1[cH:9][c:10]([CH:14]([CH3:15])[OH:16])[cH:11][cH:12][cH:13]1>>[O:1]([c:2]1[cH:3][cH:4][cH:5][cH:6][cH:7]1)[c:8]1[cH:9][c:10]([CH:14]=[CH2:15])[cH:11][cH:12][cH:13]1. The reactants are BrC=1C(=C(C=C(C1)C=CC1=CC(=C(C(=C1)OC)OC)OC)OC)OC (1-(5-bromo-3,4-dimethoxyphenyl)-2-(3,4,5-trimethoxyphenyl) ethylene), Cl.N1=CC=CC=C1 (pyridine hydrochloride), [K+].[Br-] (KBr). Yields the product BrC=1C(=C(C=C(C1)/C=C/C=1C=C(C(=C(C1)O)O)O)O)O (5-[(1E)-2-(5-Bromo-3,4-dihydroxyphenyl)vinyl]-benzene1,2,3-triol). Reaction SMILES: [Br:1][C:2]1[C:3]([O:24]C)=[C:4]([O:22]C)[CH:5]=[C:6]([CH:8]=[CH:9][C:10]2[CH:15]=[C:14]([O:16]C)[C:13]([O:18]C)=[C:12]([O:20]C)[CH:11]=2)[CH:7]=1.Cl.N1C=CC=CC=1.[K+].[Br-]>>[Br:1][C:2]1[C:3]([OH:24])=[C:4]([OH:22])[CH:5]=[C:6](/[CH:8]=[CH:9]/[C:10]2[CH:15]=[C:14]([OH:16])[C:13]([OH:18])=[C:12]([OH:20])[CH:11]=2)[CH:7]=1 |f:1.2,3.4|. Procedure details: Demethylation: The 1-(5-bromo-3,4-dimethoxyphenyl)-2-(3,4,5-trimethoxyphenyl) ethylene (1.3 g) on demethylation with pyridine hydrochloride (7 g) under the conditions noted in example 1 gave 2, m.p. 148° C.; IR (KBr) νmax 3450, 1610, 1536, 1461, 1431, 1340, 1291, 1191, 1038, 997, 954, 842, 799 cm−1; 1H NMR (DMSO-d6, 400 MHz) δ 9.81 (1H, s), 9.21 (1H, s), 8.88 (2H, s), 8.30 (1H, s), 7.13 (1H, s), 6.93 (1H, s), 6.72 (1H, d, J=16.2 Hz), 6.64 (1H, d, J=16.2 Hz), 6.47 (2H, s). Run at time 5.5 hour. Procedure: To a solution of 2-allylphenol (10 g, 75 mmol) in dichloromethane (150 ml) was added SnCl4 (29.7 g, 37.3 mmol, 0.5 eq) and iodine (19 g, 75 mmol, 1 eq) at room temperature. After stirring for 5.5 hours, the reaction mixture was diluted with additional dichloromethane (200 ml) and then quenched with water (200 ml). The organic layer was separated and the aqueous layer was adjusted pH to ˜8 with sodium bicarbonate and then extracted with dichloromethane (3×150 ml). The organic layers were combined... Isolated yield 35.9%. The product is ICC1OC2=C(C1)C=CC=C2 (2-(iodomethyl)-2,3-dihydro-1-benzofuran). The solvent is ClCCl (dichloromethane), ClCCl (dichloromethane). The reactants are C(C=C)C1=C(C=CC=C1)O (2-allylphenol), Cl[Sn](Cl)(Cl)Cl (SnCl4), II (iodine). RXN SMILES: [CH2:1]([C:4]1[CH:9]=[CH:8][CH:7]=[CH:6][C:5]=1[OH:10])[CH:2]=[CH2:3].Cl[Sn](Cl)(Cl)Cl.[I:16]I>ClCCl>[I:16][CH2:3][CH:2]1[CH2:1][C:4]2[CH:9]=[CH:8][CH:7]=[CH:6][C:5]=2[O:10]1. Starting materials: O=C1N(C=CC=CC1)C1CC(N(C(C1)(C)C)CC(=O)OCC)(C)C (ethyl 4-(2-oxo-1-azepinyl)-2,2,6,6-tetramethylpiperidin-1-ylacetate), CN1C(CC(CC1(C)C)O)(C)C (1,2,2,6,6-pentamethylpiperidin-4-ol), [NH2-].[Li+] (lithium amide). The solvent is C=1(C(=CC=CC1)C)C (xylene). Reaction conditions: time 5 hour. The product is O=C1N(C=CC=CC1)C1CC(N(C(C1)(C)C)CC(=O)OC1CC(N(C(C1)(C)C)C)(C)C)(C)C (1,2,2,6,6-Pentamethylpiperidin-4-yl 4-(2-Oxo-1-azepinyl)-2,2,6,6-tetramethylpiperidin-1-ylacetate). As a reaction SMILES: [O:1]=[C:2]1[CH2:8][CH:7]=[CH:6][CH:5]=[CH:4][N:3]1[CH:9]1[CH2:14][C:13]([CH3:16])([CH3:15])[N:12]([CH2:17][C:18]([O:20][CH2:21][CH3:22])=[O:19])[C:11]([CH3:24])([CH3:23])[CH2:10]1.[CH3:25][N:26]1[C:31](C)([CH3:32])[CH2:30]C(O)[CH2:28][C:27]1([CH3:36])[CH3:35].[NH2-].[Li+]>C1(C)C(C)=CC=CC=1>[O:1]=[C:2]1[CH2:8][CH:7]=[CH:6][CH:5]=[CH:4][N:3]1[CH:9]1[CH2:14][C:13]([CH3:16])([CH3:15])[N:12]([CH2:17][C:18]([O:20][CH:21]2[CH2:28][C:27]([CH3:36])([CH3:35])[N:26]([CH3:25])[C:31]([CH3:32])([CH3:30])[CH2:22]2)=[O:19])[C:11]([CH3:23])([CH3:24])[CH2:10]1 |f:2.3|. Procedure: A solution of 7.5 g (0.022 mole) of ethyl 4-(2-oxo-1-azepinyl)-2,2,6,6-tetramethylpiperidin-1-ylacetate and 4.2 g (0.024 mole) of 1,2,2,6,6-pentamethylpiperidin-4-ol in 50 ml of xylene is heated for one hour at 120° C. in the presence of 0.1 g of lithium amide esterification catalyst. The xylene-ethanol azeotropic mixture is slowly distilled off using an oil bath held at 150° C. to heat the reaction vessel. After five hours, four drops of acetic acid is added to the reaction mixture and the xyle... The reactants are [Cl-].[NH4+] (ammonium chloride), N1=CC(=CC=C1)C(C(O)C1=C(C=CC=C1)Cl)=O (1-(pyrid-3-yl)-2-(2-chlorophenyl)-2-hydroxyethanone), C(=C)[Mg]Br (vinylmagnesium bromide). The solvent is O1CCCC1 (tetrahydrofuran), O1CCCC1 (THF). Conditions: time 3 hour. Product: N1=CC(=CC=C1)C(C=C)(C(O)C1=C(C=CC=C1)Cl)O (3-(Pyrid-3-yl)-4-(2-chlorophenyl)-but-1-ene-3,4-diol). Reaction SMILES: [N:1]1[CH:6]=[CH:5][CH:4]=[C:3]([C:7](=[O:17])[CH:8]([C:10]2[CH:15]=[CH:14][CH:13]=[CH:12][C:11]=2[Cl:16])[OH:9])[CH:2]=1.[CH:18]([Mg]Br)=[CH2:19].[Cl-].[NH4+]>O1CCCC1>[N:1]1[CH:6]=[CH:5][CH:4]=[C:3]([C:7]([OH:17])([CH:8]([C:10]2[CH:15]=[CH:14][CH:13]=[CH:12][C:11]=2[Cl:16])[OH:9])[CH:18]=[CH2:19])[CH:2]=1 |f:2.3|. Procedure: A solution of 13 g (0.0531 mol) of 1-(pyrid-3-yl)-2-(2-chlorophenyl)-2-hydroxyethanone in tetrahydrofuran (THF) was added dropwise to a freshly prepared solution of 0.18 mol of vinylmagnesium bromide in 80 ml of THF at room temperature. Stirring was carried out for three hours at room temperature, after which the solution was hydrolyzed by adding ammonium chloride solution. The aqueous phase was extracted twice with ethyl acetate. The collected organic phases were dried over Na2SO4 and then filt... Starting materials: BrC=1C=CC2=C(COCC3=C2C=CC(=C3)Br)C1 (3,9-dibromo-5,7-dihydro-dibenzo[c,e]oxepine), C(CCC)[Sn](C=COCC)(CCCC)CCCC (tributyl(ethoxyvinyl)stannane), O1CCOCC1 (dioxane), C1CC(=O)N(C1=O)Br (NBS), O (Water). Reagents/catalysts: Cl[Pd]([P](C1=CC=CC=C1)(C2=CC=CC=C2)C3=CC=CC=C3)([P](C4=CC=CC=C4)(C5=CC=CC=C5)C6=CC=CC=C6)Cl (PdCl2(PPh3)2). Conditions: temperature 80 celsius, time 40 minute. Yields the product BrCC(=O)C=1C=CC2=C(COCC3=C2C=CC(=C3)C(CBr)=O)C1 (2-bromo-1-[9-(2-bromo-acetyl)-5,7-dihydro-dibenzo[c,e]oxepin-3-yl]-ethanone). Reaction SMILES: [Br:1][C:2]1C=C[C:5]2[C:11]3[CH:12]=[CH:13][C:14](Br)=[CH:15][C:10]=3[CH2:9]O[CH2:7][C:6]=2[CH:17]=1.C([Sn](CCCC)(CCCC)[CH:23]=[CH:24][O:25][CH2:26][CH3:27])CCC.[OH2:36].C1C(=O)N([Br:44])C(=O)C1.[O:45]1[CH2:50][CH2:49]OCC1>Cl[Pd](Cl)([P](C1C=CC=CC=1)(C1C=CC=CC=1)C1C=CC=CC=1)[P](C1C=CC=CC=1)(C1C=CC=CC=1)C1C=CC=CC=1>[Br:1][CH2:2][C:17]([C:6]1[CH:5]=[CH:11][C:12]2[C:13]3[CH:14]=[CH:15][C:10]([C:50](=[O:45])[CH2:49][Br:44])=[CH:9][C:23]=3[CH2:24][O:25][CH2:26][C:27]=2[CH:7]=1)=[O:36] |^1:53,72|. Reported procedure: To the solution of 3,9-dibromo-5,7-dihydro-dibenzo[c,e]oxepine (416 mg, 1.2 mmol) and tributyl(ethoxyvinyl)stannane (878 μl, 2.6 mmol) in dioxane (6 ml) was added PdCl2(PPh3)2 (30 mg). The mixture was heated at 80° C. for 16 hours and was cooled to 0° C. Water (2 ml) was added, followed by slow addition of NBS (464 mg, 2.6 mmol) over 5 minutes period. The mixture was stirred at 0° C. for additional 40 minutes, and the solvent was removed under reduced pressure. The mixture was diluted with EtOAc...